Dataset: the Open Reaction Database (ORD), a public repository of structured organic reaction records. Task: describe an organic reaction: reactants, conditions, products, and yield Reactants: CC1(C)CON(Cc2ccc(N)cc2Cl)C1=O, C1CCOC1, O=C1OC(=O)c2ncccc21. Product: CC1(C)CON(Cc2ccc(NC(=O)c3ncccc3C(=O)O)cc2Cl)C1=O. RXN SMILES: [NH2:1][c:2]1[cH:3][c:4]([Cl:17])[c:5]([CH2:8][N:9]2[O:10][CH2:11][C:12]([CH3:15])([CH3:16])[C:13]2=[O:14])[cH:6][cH:7]1.[O:29]1[CH2:30][CH2:31][CH2:32][CH2:33]1.[n:18]1[c:19]2[c:20]([cH:21][cH:22][cH:23]1)[C:24](=[O:25])[O:26][C:27]2=[O:28]>>[NH:1]([c:2]1[cH:3][c:4]([Cl:17])[c:5]([CH2:8][N:9]2[O:10][CH2:11][C:12]([CH3:15])([CH3:16])[C:13]2=[O:14])[cH:6][cH:7]1)[C:27]([c:19]1[n:18][cH:23][cH:22][cH:21][c:20]1[C:24](=[O:25])[OH:26])=[O:28]. Reactants: Cl (hydrochloric acid), ClC1=CC(=C(C2=C1C=C(O2)C)N2C(N(C(=CC2=O)C(F)(F)F)C)=O)F (3-(4-chloro-6-fluoro-2-methylbenzofuran-7-yl)-1-methyl-6-trifluoromethyluracil), C(C)(=O)Cl (acetyl chloride), [Cl-].[Al+3].[Cl-].[Cl-] (aluminum chloride). Solvent: [N+](=O)([O-])C (nitromethane). Conditions: time 5 hour. Yields the product C(C)(=O)C1=C(OC2=C1C(=CC(=C2N2C(N(C(=CC2=O)C(F)(F)F)C)=O)F)Cl)C (3-(3-acetyl-4-chloro-6-fluoro-2-methylbenzofuran-7-yl)-1-methyl-6-trifluoromethyluracil). Isolated yield 68.2%. RXN SMILES: [Cl:1][C:2]1[C:7]2[CH:8]=[C:9]([CH3:11])[O:10][C:6]=2[C:5]([N:12]2[C:17](=[O:18])[CH:16]=[C:15]([C:19]([F:22])([F:21])[F:20])[N:14]([CH3:23])[C:13]2=[O:24])=[C:4]([F:25])[CH:3]=1.[Cl-].[Al+3].[Cl-].[Cl-].[C:30](Cl)(=[O:32])[CH3:31].Cl>[N+](C)([O-])=O>[C:30]([C:8]1[C:7]2[C:2]([Cl:1])=[CH:3][C:4]([F:25])=[C:5]([N:12]3[C:17](=[O:18])[CH:16]=[C:15]([C:19]([F:22])([F:20])[F:21])[N:14]([CH3:23])[C:13]3=[O:24])[C:6]=2[O:10][C:9]=1[CH3:11])(=[O:32])[CH3:31] |f:1.2.3.4|. Procedure details: 1.6 g (4.2 mmol) of 3-(4-chloro-6-fluoro-2-methylbenzofuran-7-yl)-1-methyl-6-trifluoromethyluracil was dissolved in 50 ml of nitromethane, and 5.6 g (42 mmol) of aluminum chloride was added thereto at room temperature. Further, 3.3 g (42 mmol) of acetyl chloride was dropwise added thereto. After completion of the dropwise addition, stirring was carried out for 5 hours under heating and ref refluxing. After completion of the reaction, the reaction solution was poured into a mixture of dilute hydr... The reactants are aqueous solution, [OH-].[K+] (potassium hydroxide), C(CO)O (ethylene glycol), OC1(CCN(CC1)CCC(C(=O)OC)(C1=CC=CC=C1)C1=CC=CC=C1)C1=C(C=CC=C1)OCCOC(C)=O (methyl 4-(4-hydroxy-4-(2-(2-acetoxyethoxy)phenyl)piperidino)-2,2-diphenylbutyrate), Cl (hydrochloric acid). Run in O (Water). Conditions: temperature 130 celsius, time 2 hour. Product: OC1(CCN(CC1)CCC(C(=O)O)(C1=CC=CC=C1)C1=CC=CC=C1)C1=C(C=CC=C1)OCCO (4-(4-hydroxy-4-(2-(2-hydroxyethoxy)phenyl)piperidino)-2,2-diphenylbutyric acid). Yield: 73.3%. Reaction SMILES: [OH-].[K+].C(O)CO.[OH:7][C:8]1([C:33]2[CH:38]=[CH:37][CH:36]=[CH:35][C:34]=2[O:39][CH2:40][CH2:41][O:42]C(=O)C)[CH2:13][CH2:12][N:11]([CH2:14][CH2:15][C:16]([C:27]2[CH:32]=[CH:31][CH:30]=[CH:29][CH:28]=2)([C:21]2[CH:26]=[CH:25][CH:24]=[CH:23][CH:22]=2)[C:17]([O:19]C)=[O:18])[CH2:10][CH2:9]1.Cl>O>[OH:7][C:8]1([C:33]2[CH:38]=[CH:37][CH:36]=[CH:35][C:34]=2[O:39][CH2:40][CH2:41][OH:42])[CH2:13][CH2:12][N:11]([CH2:14][CH2:15][C:16]([C:21]2[CH:22]=[CH:23][CH:24]=[CH:25][CH:26]=2)([C:27]2[CH:32]=[CH:31][CH:30]=[CH:29][CH:28]=2)[C:17]([OH:19])=[O:18])[CH2:10][CH2:9]1 |f:0.1|. Procedure: In a mixture of 4 mL of a 25% aqueous solution of potassium hydroxide and 5 mL of ethylene glycol was dissolved 350 mg (0.66 mmol) of methyl 4-(4-hydroxy-4-(2-(2-acetoxyethoxy)phenyl)piperidino)-2,2-diphenylbutyrate. The resulting solution was stirred at 130° C. for 2 hours. Water was added to the reaction mixture, followed by neutralization with hydrochloric acid under ice cooling. The crystals thus precipitated were collected by filtration and dried, whereby 230 mg (yield: 73.4%) of 4-(4-hydro... Procedure: To a solution of N-{trans-4-[1-hydroxy-1-(1,3-thiazol-2-yl)ethyl]cyclohexyl}methanesulfonamide (178 mg, 0.59 mmol) in DMF (4.0 mL) was added N-bromosuccinimide (104 mg, 0.585 mmol) and the reaction was heated at 50° C. for one hour. The reaction was then cooled to room temperature and another portion of N-bromosuccinimide (52 mg, 0.292 mmol) was added. The reaction was then heated at 50° C. for one hour. The solution was then cooled to room temperature and diluted with water and ethyl acetate. T... Run at temperature 50 celsius. Starting materials: OC(C)(C=1SC=CN1)[C@@H]1CC[C@H](CC1)NS(=O)(=O)C (N-{trans-4-[1-hydroxy-1-(1,3-thiazol-2-yl)ethyl]cyclohexyl}methanesulfonamide), BrN1C(CCC1=O)=O (N-bromosuccinimide), BrN1C(CCC1=O)=O (N-bromosuccinimide). As a reaction SMILES: [OH:1][C:2]([C@H:9]1[CH2:14][CH2:13][C@H:12]([NH:15][S:16]([CH3:19])(=[O:18])=[O:17])[CH2:11][CH2:10]1)([C:4]1[S:5][CH:6]=[CH:7][N:8]=1)[CH3:3].[Br:20]N1C(=O)CCC1=O>CN(C=O)C.O.C(OCC)(=O)C>[Br:20][C:6]1[S:5][C:4]([C:2]([C@H:9]2[CH2:10][CH2:11][C@H:12]([NH:15][S:16]([CH3:19])(=[O:18])=[O:17])[CH2:13][CH2:14]2)([OH:1])[CH3:3])=[N:8][CH:7]=1. The product is BrC1=CN=C(S1)C(C)(O)[C@@H]1CC[C@H](CC1)NS(=O)(=O)C (N-{trans-4-[1-(5-bromo-1,3-thiazol-2-yl)-1-hydroxyethyl]cyclohexyl}methanesulfonamide). The solvent is O (water), C(C)(=O)OCC (ethyl acetate), CN(C)C=O (DMF).